Dataset: the Open Reaction Database (ORD), a public repository of structured organic reaction records. Task: describe an organic reaction: reactants, conditions, products, and yield Yield: 79.2%. Procedure: 122 mg 4-[6-(3-trifluoromethyl-1-trityl-1H-4-pyrazolyl)-4-quinolyl]morpholine obtained in Example 174 and 1.5 mL trifluoroacetic acid were reacted in the same manner as in Example 165, to give 57 mg of the title compound as pale yellow crystals. The product is FC(C1=NNC=C1C=1C=C2C(=CC=NC2=CC1)N1CCOCC1)(F)F (6-(3-Trifluoromethyl-1H-4-pyrazolyl)-4-quinolyl morpholine). The reactants are FC(C1=NN(C=C1C=1C=C2C(=CC=NC2=CC1)N1CCOCC1)C(C1=CC=CC=C1)(C1=CC=CC=C1)C1=CC=CC=C1)(F)F (4-[6-(3-trifluoromethyl-1-trityl-1H-4-pyrazolyl)-4-quinolyl]morpholine), FC(C(=O)O)(F)F (trifluoroacetic acid). As a reaction SMILES: [F:1][C:2]([F:44])([F:43])[C:3]1[C:7]([C:8]2[CH:9]=[C:10]3[C:15](=[CH:16][CH:17]=2)[N:14]=[CH:13][CH:12]=[C:11]3[N:18]2[CH2:23][CH2:22][O:21][CH2:20][CH2:19]2)=[CH:6][N:5](C(C2C=CC=CC=2)(C2C=CC=CC=2)C2C=CC=CC=2)[N:4]=1.FC(F)(F)C(O)=O>>[F:44][C:2]([F:1])([F:43])[C:3]1[C:7]([C:8]2[CH:9]=[C:10]3[C:15](=[CH:16][CH:17]=2)[N:14]=[CH:13][CH:12]=[C:11]3[N:18]2[CH2:23][CH2:22][O:21][CH2:20][CH2:19]2)=[CH:6][NH:5][N:4]=1. Reactants: BrC1=CC=C(S1)S(=O)(=O)NC1=CC(=CC=C1)C1=NN=NN1 (5-bromo-N-[3-(1H-tetrazol-5-yl)phenyl]thiophene-2-sulfonamide), BrC1=CC=C(S1)S(=O)(=O)NC1=CC(=CC=C1)C1=NN=NN1 (5-bromo-N-[3-(1H-tetrazol-5-yl)phenyl]thiophene-2-sulfonamide), N1=CC=C(C=C1)B(O)O (pyridine-4-boronic acid). Product: N1=CC=C(C=C1)C1=CC=C(S1)S(=O)(=O)NC1=CC(=CC=C1)C1=NN=NN1 (5-Pyridin-4-yl-N-[3-(1H-tetrazol-5-yl)phenyl]thiophene-2-sulfonamide). Isolated yield 16.0%. RXN SMILES: Br[C:2]1[S:6][C:5]([S:7]([NH:10][C:11]2[CH:16]=[CH:15][CH:14]=[C:13]([C:17]3[NH:21][N:20]=[N:19][N:18]=3)[CH:12]=2)(=[O:9])=[O:8])=[CH:4][CH:3]=1.[N:22]1[CH:27]=[CH:26][C:25](B(O)O)=[CH:24][CH:23]=1>>[N:22]1[CH:27]=[CH:26][C:25]([C:2]2[S:6][C:5]([S:7]([NH:10][C:11]3[CH:16]=[CH:15][CH:14]=[C:13]([C:17]4[NH:21][N:20]=[N:19][N:18]=4)[CH:12]=3)(=[O:9])=[O:8])=[CH:4][CH:3]=2)=[CH:24][CH:23]=1. Procedure details: The product was prepared according to General Procedure 3, described in Example 22, using 5-bromo-N-[3-(1H-tetrazol-5-yl)phenyl]thiophene-2-sulfonamide (Intermediate 17) (19 mg, 0.055 mmol) and pyridine-4-boronic acid (7 mg, 0.06 mmol). The title compound was obtained in 16% yield (3.1 mg). MS (ESI+) calcd mass for C16H12N6O2S2 384.046315, found 384.047755. Starting materials: N1=CC=C(C=C1)C1=C2CC(NC2=CC=C1)=O (4-Pyridin-4-yl-1,3-dihydroindol-2-one), C(C)OC(=O)C1=CNC(=C1C1=CC=C(C=C1)OC)C=O (5-formyl-4-(4-methoxyphenyl)-1H-pyrrole-3-carboxylic acid ethyl ester). Yields the product C(C)OC(=O)C1=CNC(=C1C1=CC=C(C=C1)OC)C=C1C(NC2=CC=CC(=C12)C1=CC=NC=C1)=O (4-(4-Methoxyphenyl)-5-(2-oxo-4-pyridin-4-yl-1,2-dihydroindol-3-ylidenemethyl)-1H-pyrrole-3-carboxylic Acid Ethyl Ester). Reaction SMILES: [N:1]1[CH:6]=[CH:5][C:4]([C:7]2[CH:15]=[CH:14][CH:13]=[C:12]3[C:8]=2[CH2:9][C:10](=[O:16])[NH:11]3)=[CH:3][CH:2]=1.[CH2:17]([O:19][C:20]([C:22]1[C:26]([C:27]2[CH:32]=[CH:31][C:30]([O:33][CH3:34])=[CH:29][CH:28]=2)=[C:25]([CH:35]=O)[NH:24][CH:23]=1)=[O:21])[CH3:18]>>[CH2:17]([O:19][C:20]([C:22]1[C:26]([C:27]2[CH:32]=[CH:31][C:30]([O:33][CH3:34])=[CH:29][CH:28]=2)=[C:25]([CH:35]=[C:9]2[C:8]3[C:12](=[CH:13][CH:14]=[CH:15][C:7]=3[C:4]3[CH:5]=[CH:6][N:1]=[CH:2][CH:3]=3)[NH:11][C:10]2=[O:16])[NH:24][CH:23]=1)=[O:21])[CH3:18]. Procedure details: 4-Pyridin-4-yl-1,3-dihydroindol-2-one was condensed with 5-formyl-4-(4-methoxyphenyl)-1H-pyrrole-3-carboxylic acid ethyl ester to give the title compound. Reactants: ClC1=CC=C(CN2N=CN=C2[C@@H]2NCCC2)C=C1 ((R)-1-(4-chlorobenzyl)-5-(pyrrolidin-2-yl)-1H-1,2,4-triazole), CCN(C(C)C)C(C)C (DIEA), C(=O)(Cl)Cl (phosgene). Solvent: C(Cl)Cl (DCM). Run at time 2.5 day. Product: ClC1=CC=C(CN2N=CN=C2[C@@H]2N(CCC2)C(=O)Cl)C=C1 ((R)-2-(2-(4-Chlorobenzyl)-2H-1,2,4-triazol-3-yl)pyrrolidine-1-carbonyl chloride). Isolated yield 75.8%. Reaction SMILES: [Cl:1][C:2]1[CH:18]=[CH:17][C:5]([CH2:6][N:7]2[C:11]([C@H:12]3[CH2:16][CH2:15][CH2:14][NH:13]3)=[N:10][CH:9]=[N:8]2)=[CH:4][CH:3]=1.CCN(C(C)C)C(C)C.[C:28](Cl)([Cl:30])=[O:29]>C(Cl)Cl>[Cl:1][C:2]1[CH:18]=[CH:17][C:5]([CH2:6][N:7]2[C:11]([C@H:12]3[CH2:16][CH2:15][CH2:14][N:13]3[C:28]([Cl:30])=[O:29])=[N:10][CH:9]=[N:8]2)=[CH:4][CH:3]=1. Procedure details: A solution of (R)-1-(4-chlorobenzyl)-5-(pyrrolidin-2-yl)-1H-1,2,4-triazole (216 mg, 0.82 mmol) and DIEA (233 mg, 1.90 mmol) in 5 mL of dry DCM was cooled to −20° C. under Ar, and a solution of phosgene (0.89 mL of 20% solution in toluene, 0.89 mmol) was added. The reaction mixture was stirred at RT for 2.5 days and the solvent was evaporated in vacuo. The residue was purified by chromatography (silica gel, hexane:EtOAc (1:1)) to give 202 mg of the desired product. Reactants: COCCBr, Cc1nc(C#Cc2ccnc(Cl)c2)c(C)n1-c1cc[nH]c(=O)c1. Product: COCCn1ccc(-n2c(C)nc(C#Cc3ccnc(Cl)c3)c2C)cc1=O. RXN SMILES: [Br:24][CH2:25][CH2:26][O:27][CH3:28].[Cl:1][c:2]1[n:3][cH:4][cH:5][c:6]([C:8]#[C:9][c:10]2[n:11][c:12]([CH3:23])[n:13](-[c:16]3[cH:17][c:18](=[O:22])[nH:19][cH:20][cH:21]3)[c:14]2[CH3:15])[cH:7]1>>[Cl:1][c:2]1[n:3][cH:4][cH:5][c:6]([C:8]#[C:9][c:10]2[n:11][c:12]([CH3:23])[n:13](-[c:16]3[cH:17][c:18](=[O:22])[n:19]([CH2:25][CH2:26][O:27][CH3:28])[cH:20][cH:21]3)[c:14]2[CH3:15])[cH:7]1. Starting materials: Cl.CNO (methylhydroxylamine HCl salt), C[O-].[Na+] (NaOMe), BrC=1C=C2\C(\CC(OC2=CC1)C1=CC=NC=C1)=N\C#N ((E)-N-(6-bromo-2-(pyridin-4-yl)chroman-4-ylidene)cyanamide). Solvent: CO (MeOH). Run at time 10 minute. The product is BrC=1C=C2C(=CC1)OC(CC21N=C(N(O1)C)N)C1=CC=NC=C1 (6-bromo-2′-methyl-2-(pyridin-4-yl)-2′H-spiro[chroman-4,5′-[1,2,4]oxadiazol]-3′-amine). Isolated yield 25.7%. Reaction SMILES: Cl.[CH3:2][NH:3][OH:4].[CH3:5][O-:6].[Na+].[Br:8][C:9]1[CH:10]=[C:11]2C(=[CH:17][CH:18]=1)O[CH:14]([C:19]1[CH:24]=[CH:23][N:22]=[CH:21][CH:20]=1)[CH2:13]/[C:12]/2=[N:25]\[C:26]#[N:27]>CO>[Br:8][C:9]1[CH:10]=[C:11]2[C:12]3([O:4][N:3]([CH3:2])[C:26]([NH2:27])=[N:25]3)[CH2:13][CH:14]([C:19]3[CH:20]=[CH:21][N:22]=[CH:23][CH:24]=3)[O:6][C:5]2=[CH:17][CH:18]=1 |f:0.1,2.3|. Procedure: To a solution of methylhydroxylamine HCl salt (76.9 mg, 0.92 mmol) in anhydrous MeOH (11 mL) was added NaOMe (25 w % in MeOH, 0.19 mL, 0.828 mmol), followed by (E)-N-(6-bromo-2-(pyridin-4-yl)chroman-4-ylidene)cyanamide (300 mg, 0.92 mmol), After stirring for 10 min, the solvent was removed in vacuo. The residue was dissolved in DCM (20 mL). The mixture was filtered, and the solvent was removed in vacuo to give a reside, which was purified by preparative TLC to give 6-bromo-2′-methyl-2-(pyridin-4... Reactants: C1CCOC1, CC1(c2cccnc2)CNC(=O)C1. Product: CC1(c2cccnc2)CCNC1. Reaction SMILES: [CH2:14]1[O:15][CH2:16][CH2:17][CH2:18]1.[CH3:1][C:2]1([c:8]2[cH:9][n:10][cH:11][cH:12][cH:13]2)[CH2:3][C:4](=[O:7])[NH:5][CH2:6]1>>[CH3:1][C:2]1([c:8]2[cH:9][n:10][cH:11][cH:12][cH:13]2)[CH2:3][CH2:4][NH:5][CH2:6]1. Starting materials: [Br-], COC(=O)CC(C)=O, CC(=O)[O-], CCCC[N+](CCCC)(CCCC)CCCC, Cc1ccccc1, Cl, CC(CC=O)Sc1ccc(C(F)(F)F)cc1, [Na+], [Na+], [OH-], O. Reaction SMILES: [Br-:34].[C:1]([CH2:2][C:3](=[O:4])[CH3:5])([O:6][CH3:7])=[O:8].[CH3:13][C:14](=[O:15])[O-:16].[CH3:35][CH2:36][CH2:37][CH2:38][N+:39]([CH2:40][CH2:41][CH2:42][CH3:43])([CH2:44][CH2:45][CH2:46][CH3:47])[CH2:48][CH2:49][CH2:50][CH3:51].[CH3:52][c:53]1[cH:54][cH:55][cH:56][cH:57][cH:58]1.[ClH:11].[F:17][C:18]([c:19]1[cH:20][cH:21][c:22]([S:25][CH:26]([CH2:27][CH:28]=[O:29])[CH3:30])[cH:23][cH:24]1)([F:31])[F:32].[Na+:10].[Na+:12].[OH-:9].[OH2:33]>>[CH2:2]([C:3](=[O:4])[CH3:5])[CH:28]([CH2:27][CH:26]([S:25][c:22]1[cH:21][cH:20][c:19]([C:18]([F:17])([F:31])[F:32])[cH:24][cH:23]1)[CH3:30])[OH:29]. Product: CC(=O)CC(O)CC(C)Sc1ccc(C(F)(F)F)cc1.